This data is from the Open Reaction Database (ORD), a public repository of structured organic reaction records. The task is: describe an organic reaction: reactants, conditions, products, and yield Starting materials: Cl.CC1=NC(=CC(=C1)C(=O)O)C (2,6-dimethyl-4-pyridine carboxylic acid hydrochloride), C(CCl)Cl (EDC), C=1C=CC2=C(C1)N=NN2O (HOBt), C(C)N(C(C)C)C(C)C (ethyl diisopropylamine), Cl.Cl.C(C)OC(CN)(C1=CC(=NC(=C1)C)CC(C)C)OCC (2,2-diethoxy-2-(2-isobutyl-6-methyl-pyridin-4-yl)-ethylamine dihydrochloride). Solvent: CC(OCC)=O (EA), CN(C)C=O (DMF), CN(C)C=O (DMF). Reaction conditions: time 4 hour. Product: C(C)OC(CNC(C1=CC(=NC(=C1)C)C)=O)(C1=CC(=NC(=C1)C)CC(C)C)OCC (N-[2,2-diethoxy-2-(2-isobutyl-6-methyl-pyridin-4-yl)-ethyl]-2,6-dimethyl-isonicotinamide). Yield: 126.5%. As a reaction SMILES: Cl.[CH3:2][C:3]1[CH:8]=[C:7]([C:9](O)=[O:10])[CH:6]=[C:5]([CH3:12])[N:4]=1.C(Cl)CCl.C1C=CC2N(O)N=NC=2C=1.C(N(C(C)C)C(C)C)C.Cl.Cl.[CH2:38]([O:40][C:41]([O:55][CH2:56][CH3:57])([C:44]1[CH:49]=[C:48]([CH3:50])[N:47]=[C:46]([CH2:51][CH:52]([CH3:54])[CH3:53])[CH:45]=1)[CH2:42][NH2:43])[CH3:39]>CN(C=O)C.CC(=O)OCC>[CH2:56]([O:55][C:41]([O:40][CH2:38][CH3:39])([C:44]1[CH:49]=[C:48]([CH3:50])[N:47]=[C:46]([CH2:51][CH:52]([CH3:53])[CH3:54])[CH:45]=1)[CH2:42][NH:43][C:9](=[O:10])[C:7]1[CH:6]=[C:5]([CH3:12])[N:4]=[C:3]([CH3:2])[CH:8]=1)[CH3:57] |f:0.1,5.6.7|. Reported procedure: To a solution of 2,6-dimethyl-4-pyridine carboxylic acid hydrochloride (159 mg, 0.849 mmol) in DMF (6 mL), EDC (244 mg, 1.27 mmol) and HOBt (172 mg, 1.27 mmol) is added. The mixture is stirred at rt for 15 min before ethyl diisopropylamine (439 mg, 3.37 mmol) and a solution of 2,2-diethoxy-2-(2-isobutyl-6-methyl-pyridin-4-yl)-ethylamine dihydrochloride (300 mg, 0.849 mmol) in DMF (0.5 mL) is added. The mixture is stirred at rt for 4 h, diluted with EA (30 mL), and washed with sat. aq. NaHCO3 (15... Reported procedure: 3-Cyclopropyl-1-{3-[(4-cyclopropyl-4,5-dihydro-5-oxo-1H-tetrazol-1-yl)methyl]-2,4-dichlorophenyl}propan-1,3-dione (2.64 g) was dissolved in acetic anhydride (15 ml) and the solution, after adding triethyl orthoformate (2.12 g), was refluxed for 4 hours upon heating. The solvent was distilled off under reduced pressure and the residue was treated with toluene, which was distilled off under reduced pressure to obtain crude 3-cyclopropyl-1-{3-[(4-cyclopropyl-4,5-dihydro-5-oxo-1H-tetrazol-1-yl)methy... Product: C1(CC1)C(C(C(=O)C1=C(C(=C(C=C1)Cl)CN1N=NN(C1=O)C1CC1)Cl)=COCC)=O (3-cyclopropyl-1-{3-[(4-cyclopropyl-4,5-dihydro-5-oxo-1H-tetrazol-1-yl)methyl]-2,4-dichlorophenyl}-2-ethoxymethylenepropan-1,3-dione). Reaction SMILES: [CH:1]1([C:4](=[O:26])[CH2:5][C:6]([C:8]2[CH:13]=[CH:12][C:11]([Cl:14])=[C:10]([CH2:15][N:16]3[C:20](=[O:21])[N:19]([CH:22]4[CH2:24][CH2:23]4)[N:18]=[N:17]3)[C:9]=2[Cl:25])=[O:7])[CH2:3][CH2:2]1.[CH:27](OCC)(OCC)[O:28][CH2:29][CH3:30]>C(OC(=O)C)(=O)C>[CH:1]1([C:4](=[O:26])[C:5](=[CH:27][O:28][CH2:29][CH3:30])[C:6]([C:8]2[CH:13]=[CH:12][C:11]([Cl:14])=[C:10]([CH2:15][N:16]3[C:20](=[O:21])[N:19]([CH:22]4[CH2:24][CH2:23]4)[N:18]=[N:17]3)[C:9]=2[Cl:25])=[O:7])[CH2:3][CH2:2]1. Solvent: C(C)(=O)OC(C)=O (acetic anhydride). Isolated yield 107.1%. The reactants are C1(CC1)C(CC(=O)C1=C(C(=C(C=C1)Cl)CN1N=NN(C1=O)C1CC1)Cl)=O (3-Cyclopropyl-1-{3-[(4-cyclopropyl-4,5-dihydro-5-oxo-1H-tetrazol-1-yl)methyl]-2,4-dichlorophenyl}propan-1,3-dione), C(OCC)(OCC)OCC (triethyl orthoformate). The reactants are ClC=1C=CC2=C(N(C(S2)=O)CC(=O)N2CCN(CC2)N)C1 (5-chloro-3-[(4-amino-1-piperazinyl)carbonylmethyl]-2-benzothiazolinone), C=O (formaldehyde), C(#N)[BH3-].[Na+] (sodium cyanoborohydride), C(C)(=O)O (acetic acid). Solvent: C(C)#N (acetonitrile). Product: ClC=1C=CC2=C(N(C(S2)=O)CC(=O)N2CCN(CC2)N(C)C)C1 (5-chloro-3-[(4-dimethylamino-1-piperazinyl)carbonylmethyl]-2-benzothiazolinone). RXN SMILES: [Cl:1][C:2]1[CH:3]=[CH:4][C:5]2[S:9][C:8](=[O:10])[N:7]([CH2:11][C:12]([N:14]3[CH2:19][CH2:18][N:17](N)[CH2:16][CH2:15]3)=[O:13])[C:6]=2[CH:21]=1.C=O.[C:24]([BH3-])#[N:25].[Na+].[C:28](O)(=O)C>C(#N)C>[Cl:1][C:2]1[CH:3]=[CH:4][C:5]2[S:9][C:8](=[O:10])[N:7]([CH2:11][C:12]([N:14]3[CH2:19][CH2:18][N:17]([N:25]([CH3:24])[CH3:28])[CH2:16][CH2:15]3)=[O:13])[C:6]=2[CH:21]=1 |f:2.3|. Procedure: To a solution of 5-chloro-3-[(4-amino-1-piperazinyl)carbonylmethyl]-2-benzothiazolinone (1.64 g) in acetonitrile (50 ml) were added 37% formaldehyde solution (4 ml) and sodium cyanoborohydride (1 g) and the mixture was stirred for 25 minutes at room temperature and further for 1 hour neutralizing with acetic acid and concentrated. To a residue was added saturated sodium carbonate solution and extracted with chloroform. After drying over anhydrous magnesium sulfate, the solution was concentrated ... The reactants are CO, O=Cc1ccccc1-c1ccc(C(=O)N2Cc3ccc(C(=O)NCc4cccnc4)n3Cc3ccccc32)cc1, ClCCl, Cl, NO, [Na+], [Na+], O=C([O-])[O-], c1ccncc1. Product: O=C(NCc1cccnc1)c1ccc2n1Cc1ccccc1N(C(=O)c1ccc(-c3ccccc3C=NO)cc1)C2. Reaction SMILES: [CH3:56][OH:57].[CH:1](=[O:2])[c:3]1[c:4](-[c:9]2[cH:10][cH:11][c:12]([C:15](=[O:16])[N:17]3[CH2:18][c:19]4[n:20]([c:28]([C:31](=[O:32])[NH:33][CH2:34][c:35]5[cH:36][n:37][cH:38][cH:39][cH:40]5)[cH:29][cH:30]4)[CH2:21][c:22]4[c:23]3[cH:24][cH:25][cH:26][cH:27]4)[cH:13][cH:14]2)[cH:5][cH:6][cH:7][cH:8]1.[Cl:58][CH2:59][Cl:60].[ClH:41].[NH2:42][OH:43].[Na+:50].[Na+:51].[O-:52][C:53](=[O:54])[O-:55].[cH:44]1[cH:45][cH:46][n:47][cH:48][cH:49]1>>[CH:1]([c:3]1[c:4](-[c:9]2[cH:10][cH:11][c:12]([C:15](=[O:16])[N:17]3[CH2:18][c:19]4[n:20]([c:28]([C:31](=[O:32])[NH:33][CH2:34][c:35]5[cH:36][n:37][cH:38][cH:39][cH:40]5)[cH:29][cH:30]4)[CH2:21][c:22]4[c:23]3[cH:24][cH:25][cH:26][cH:27]4)[cH:13][cH:14]2)[cH:5][cH:6][cH:7][cH:8]1)=[N:42][OH:43]. The reactants are COc1cc(C=CC=O)ccc1OC(C)=O, CC(=O)[O-], CO, Cl, NO, [Na+]. The product is COc1cc(C=CC=NO)ccc1OC(C)=O. RXN SMILES: [C:1]([CH3:2])(=[O:3])[O:4][c:5]1[c:6]([O:15][CH3:16])[cH:7][c:8]([CH:9]=[CH:10][CH:11]=[O:12])[cH:13][cH:14]1.[CH3:21][C:22](=[O:23])[O-:24].[CH3:25][OH:26].[ClH:17].[NH2:18][OH:19].[Na+:20]>>[C:1]([CH3:2])(=[O:3])[O:4][c:5]1[c:6]([O:15][CH3:16])[cH:7][c:8]([CH:9]=[CH:10][CH:11]=[N:18][OH:19])[cH:13][cH:14]1. The reactants are C1CCOC1, Nc1ccc(C2CC2)cc1, CCN(C(C)C)C(C)C, CC1(C)Cc2c(c(C(=O)O)cc3nc(Nc4c(F)cccc4Cl)[nH]c23)O1, O=S(Cl)Cl. Product: CC1(C)Cc2c(c(C(=O)Nc3ccc(C4CC4)cc3)cc3nc(Nc4c(F)cccc4Cl)[nH]c23)O1. As a reaction SMILES: [CH2:50]1[O:51][CH2:52][CH2:53][CH2:54]1.[CH:31]1([c:34]2[cH:35][cH:36][c:37]([NH2:38])[cH:39][cH:40]2)[CH2:32][CH2:33]1.[CH:41]([N:42]([CH2:43][CH3:44])[CH:45]([CH3:46])[CH3:47])([CH3:48])[CH3:49].[Cl:1][c:2]1[c:3]([NH:9][c:10]2[nH:11][c:12]3[c:13]([n:14]2)[cH:15][c:16]([C:24](=[O:25])[OH:26])[c:17]2[c:18]3[CH2:19][C:20]([CH3:22])([CH3:23])[O:21]2)[c:4]([F:8])[cH:5][cH:6][cH:7]1.[S:27]([Cl:28])([Cl:29])=[O:30]>>[Cl:1][c:2]1[c:3]([NH:9][c:10]2[nH:11][c:12]3[c:13]([n:14]2)[cH:15][c:16]([C:24](=[O:25])[NH:38][c:37]2[cH:36][cH:35][c:34]([CH:31]4[CH2:32][CH2:33]4)[cH:40][cH:39]2)[c:17]2[c:18]3[CH2:19][C:20]([CH3:22])([CH3:23])[O:21]2)[c:4]([F:8])[cH:5][cH:6][cH:7]1. Reactants: COc1ncc(Br)cc1C(=O)O, Nc1ccc(Cl)cn1. Reagents/catalysts: C1CCC(CC1)N=C=NC2CCCCC2 (DCC), CCOC(=O)C(=NO)C#N (Oxyma). The solvent is CN(C)C=O (DMF), CN(C)C=O (DMF), CN(C)C=O (DMF), CN(C)C=O (DMF), CN(C)C=O (DMF), CN(C)C=O (DMF). Conditions: temperature 25 celsius, time 2 hour. The product is COc1ncc(Br)cc1C(=O)Nc1ccc(Cl)cn1. The yield is 17.5%. As a reaction SMILES: Nc1ccc(Cl)cn1.COc1ncc(Br)cc1C(=O)O.C1CCC(CC1)N=C=NC2CCCCC2.CCOC(=O)C(=NO)C#N.CN(C)C=O>>COc1ncc(Br)cc1C(=O)Nc1ccc(Cl)cn1. Starting materials: CSC1=NC(=C2C(N1)=NC(=C2)CC)Cl (2-(methylthio)-4-chloro-6-ethyl-1H-pyrrolo[2,3-d]pyrimidine), C(C1=CC=CC=C1)Br (benzylbromide), [H-].[Na+] (sodium hydride). Solvent: O1CCCC1 (tetrahydrofuran), O1CCCC1 (THF). Run at time 18 hour. Product: CSC=1N=C(C2=C(N1)N(C(=C2)CC)CC2=CC=CC=C2)Cl (2-(methylthio)-4-chloro-6-ethyl-7-(phenylmethyl)-7H-pyrrolo[2,3-d]pyrimidine). The yield is 86.8%. RXN SMILES: [CH3:1][S:2][C:3]1[NH:8][C:7]2=[N:9][C:10]([CH2:12][CH3:13])=[CH:11][C:6]2=[C:5]([Cl:14])[N:4]=1.[CH2:15](Br)[C:16]1[CH:21]=[CH:20][CH:19]=[CH:18][CH:17]=1.[H-].[Na+]>O1CCCC1>[CH3:1][S:2][C:3]1[N:4]=[C:5]([Cl:14])[C:6]2[CH:11]=[C:10]([CH2:12][CH3:13])[N:9]([CH2:15][C:16]3[CH:21]=[CH:20][CH:19]=[CH:18][CH:17]=3)[C:7]=2[N:8]=1 |f:2.3|. Reported procedure: A solution of 5.30 g (23.2 mmol) of 2-(methylthio)-4-chloro-6-ethyl-1H-pyrrolo[2,3-d]pyrimidine in 160 mL of tetrahydrofuran (THF) was added to a 0° C. slurry of 7.96 g (46.5 mmol) of benzylbromide and 1.12 g (46.5 mmol) of sodium hydride in 40 mL of THF. The reaction was allowed to warm to ambient temperature and stirred for 18 hours. The reaction was quenched by the addition of 70 mL of brine. The organic phase was dried with sodium sulfate and concentrated to 12.0 g of brown oil. The oil was ... The reactants are CC1=C(C(=O)O)C=CC(=C1)[N+](=O)[O-] (2-methyl-4-nitrobenzoic acid), B.C1CCOC1 (borane THF), C(=O)([O-])[O-].[K+].[K+] (K2CO3), B (borane). Solvent: C1CCOC1 (THF). Reaction conditions: time 20 hour. Yields the product CC1=C(C=CC(=C1)[N+](=O)[O-])CO ((2-Methyl-4-nitro-phenyl)-methanol). Reaction SMILES: [CH3:1][C:2]1[CH:10]=[C:9]([N+:11]([O-:13])=[O:12])[CH:8]=[CH:7][C:3]=1[C:4](O)=[O:5].B.C1COCC1.B.C([O-])([O-])=O.[K+].[K+]>C1COCC1>[CH3:1][C:2]1[CH:10]=[C:9]([N+:11]([O-:13])=[O:12])[CH:8]=[CH:7][C:3]=1[CH2:4][OH:5] |f:1.2,4.5.6|. Procedure details: To a solution of 5.08 g (27.2 mmol) 2-methyl-4-nitrobenzoic acid in 50 ml dry THF, 41 ml (41 mmol) borane-THF complex (1M solution in THF) is added drop-wise at 0° C. After completion of the borane addition, the reaction mixture is stirred at room temperature for 20 h. After that a K2CO3 solution (1.33 g in 49 ml water) is slowly added under stirring. Then the reaction mixture is poured on water and extracted 3× with EtOAc. The combined organic layers are washed with water and saturated NaCl sol...